Dataset: the Open Reaction Database (ORD), a public repository of structured organic reaction records. Task: describe an organic reaction: reactants, conditions, products, and yield Reactants: C(C)(C)(C)OC(NC(C(NC=1N=C(C2=CC=CC=C2C1)C#CC=1N=CSC1)=O)C)=O (tert-butyl-N-[1-oxo-1-[[1-[2-(1,3-thiazol-4-yl)ethynyl]isoquinolin-3-yl]-amino]propan-2-yl]carbamate), C(Cl)Cl.C(=O)(C(F)(F)F)O (DCM TFA). Run in C(Cl)Cl (DCM). Run at time 1 hour. Yields the product NC(C(=O)NC=1N=C(C2=CC=CC=C2C1)C#CC=1N=CSC1)C (2-amino-N-[1-[2-(1,3-thiazol-4-yl)ethynyl]isoquinolin-3-yl]propanamide). As a reaction SMILES: C(OC(=O)[NH:7][CH:8]([CH3:29])[C:9](=[O:28])[NH:10][C:11]1[N:12]=[C:13]([C:21]#[C:22][C:23]2[N:24]=[CH:25][S:26][CH:27]=2)[C:14]2[C:19]([CH:20]=1)=[CH:18][CH:17]=[CH:16][CH:15]=2)(C)(C)C.C(Cl)Cl.C(O)(C(F)(F)F)=O>C(Cl)Cl>[NH2:7][CH:8]([CH3:29])[C:9]([NH:10][C:11]1[N:12]=[C:13]([C:21]#[C:22][C:23]2[N:24]=[CH:25][S:26][CH:27]=2)[C:14]2[C:19]([CH:20]=1)=[CH:18][CH:17]=[CH:16][CH:15]=2)=[O:28] |f:1.2|. Procedure: A mixture of tert-butyl-N-[1-oxo-1-[[1-[2-(1,3-thiazol-4-yl)ethynyl]isoquinolin-3-yl]-amino]propan-2-yl]carbamate E4b (12 mg, 0.03 mmol) and DCM:TFA (9:1, 3 ml) is stirred at RT for 1 h. The mixture is diluted with DCM and extracted with a saturated aqueous solution of NaHCO3. The combined organic layers are dried over MgSO4 and concentrated in vacuo. The product is purified by RP HPLC. Yield: 2 mg (22%). HPLC-MS: M+H=323; tR=1.65 min (*Method—1). Starting materials: ClC=1N(C(C=2NC(=NC2N1)C=1C=NN(C1)CC1=CC(=CC=C1)C(F)(F)F)=O)CCC (2-Chloro-1-propyl-8-[1-(3-trifluoromethyl-benzyl)-1H-pyrazol-4-yl]-1,7-dihydro-purin-6-one), CN(C)C=O (DMF), C(C(C)(C)C)(=O)OCCl (Chloromethyl pivalate). Run at temperature 50 celsius, time 24 hour. Product: O=C1C=2N(C(=NC2N=CN1CCC)C=1C=NN(C1)CC1=CC(=CC=C1)C(F)(F)F)COC(C(C)(C)C)=O (2,2-Dimethyl-propionic acid 6-oxo-1-propyl-8-[1-(3-trifluoromethyl-benzyl)-1H-pyrazol-4-yl]-1,6-dihydro-purin-7-ylmethyl ester). Reaction SMILES: Cl[C:2]1[N:3]([CH2:28][CH2:29][CH3:30])[C:4](=[O:27])[C:5]2[NH:6][C:7]([C:11]3[CH:12]=[N:13][N:14]([CH2:16][C:17]4[CH:22]=[CH:21][CH:20]=[C:19]([C:23]([F:26])([F:25])[F:24])[CH:18]=4)[CH:15]=3)=[N:8][C:9]=2[N:10]=1.CN(C=O)C.[C:36]([O:42][CH2:43]Cl)(=[O:41])[C:37]([CH3:40])([CH3:39])[CH3:38]>>[O:27]=[C:4]1[N:3]([CH2:28][CH2:29][CH3:30])[CH:2]=[N:10][C:9]2[N:8]=[C:7]([C:11]3[CH:12]=[N:13][N:14]([CH2:16][C:17]4[CH:22]=[CH:21][CH:20]=[C:19]([C:23]([F:26])([F:25])[F:24])[CH:18]=4)[CH:15]=3)[N:6]([CH2:43][O:42][C:36](=[O:41])[C:37]([CH3:40])([CH3:39])[CH3:38])[C:5]1=2. Procedure details: To a solution of 2-Chloro-1-propyl-8-[1-(3-trifluoromethyl-benzyl)-1H-pyrazol-4-yl]-1,7-dihydro-purin-6-one (0.35 gm, 0.87 mmol) in DMF (5 ml) K2CO3 (0.360 gm, 2.59 mmol) was added under nitrogen atmosphere. To this reaction mixture Chloromethyl pivalate (0.395 gm, 2.62 mmol) was added at room temperature. It was stirred at 50° C. for 24 hrs. Reaction mixture was filtered and DMF was evaporated. Residue obtained was purified by LCMS to obtain above two isomers, Example 5 and Example 6. Run in CN(C)C=O (DMF), CN(C)C=O (DMF), CN(C)C=O (DMF). The yield is 82.0%. Product: C(C)(C)C1=CC=C(CC2=C(C=C(C=C2C)C)OC)C=C1 (2-(4-Isopropylbenzyl)-1-methoxy-3,5-dimethylbenzene). The reactants are [H-].[Na+] (sodium hydride), liquid, paraffin, C(C)(C)C1=CC=C(CC2=C(C=C(C=C2C)C)O)C=C1 (2-(4-isopropylbenzyl)-3,5-dimethylphenol), CI (methyl iodide), Example 148, O (water). As a reaction SMILES: [H-].[Na+].[CH:3]([C:6]1[CH:21]=[CH:20][C:9]([CH2:10][C:11]2[C:16]([CH3:17])=[CH:15][C:14]([CH3:18])=[CH:13][C:12]=2[OH:19])=[CH:8][CH:7]=1)([CH3:5])[CH3:4].[CH3:22]I.O>CN(C=O)C>[CH:3]([C:6]1[CH:21]=[CH:20][C:9]([CH2:10][C:11]2[C:16]([CH3:17])=[CH:15][C:14]([CH3:18])=[CH:13][C:12]=2[O:19][CH3:22])=[CH:8][CH:7]=1)([CH3:5])[CH3:4] |f:0.1|. Procedure details: To a mixed solution of sodium hydride (a 60% liquid paraffin dispersion, 757 mg, 18.9 mmol) in DMF (50 mL) was added dropwise 2-(4-isopropylbenzyl)-3,5-dimethylphenol obtained in Reference Example 148 (4.01 g, 15.8 mmol) in DMF (15 mL) under argon atmosphere at 0° C., and the mixture was stirred for 30 minutes. To the reaction solution was added dropwise a solution of methyl iodide (2.69 mL, 18.9 mmol) in DMF (8 mL) at the same temperature, and the mixture was stirred for 30 minutes. The reactio... Run at time 30 minute. The reactants are O=C1OC2(CN3CCC2CC3)CN1c1ccc(Br)s1, OB(O)c1ccoc1. The product is O=C1OC2(CN3CCC2CC3)CN1c1ccc(-c2ccoc2)s1. RXN SMILES: [Br:1][c:2]1[cH:3][cH:4][c:5]([N:7]2[C:8](=[O:19])[O:9][C:10]3([CH2:11][N:12]4[CH2:13][CH2:14][CH:15]3[CH2:16][CH2:17]4)[CH2:18]2)[s:6]1.[o:20]1[cH:21][c:22]([B:25]([OH:26])[OH:27])[cH:23][cH:24]1>>[c:2]1(-[c:22]2[cH:21][o:20][cH:24][cH:23]2)[cH:3][cH:4][c:5]([N:7]2[C:8](=[O:19])[O:9][C:10]3([CH2:11][N:12]4[CH2:13][CH2:14][CH:15]3[CH2:16][CH2:17]4)[CH2:18]2)[s:6]1. Procedure details: In manner analogous to that described in Example 9 (sic), but starting with D series 10-[1-(1-pyrrolidinyl)-2-propyl]-2-phenothiazinecarboxamidine hydrochloride (2 g) in dimethylformamide (20 cc) and with methyl iodide (0.75 g), D series 10-[1-(1-pyrrolidinio)-2-propyl]-2-phenothiazinecarboxamidine iodide hydrochloride (1.9 g) is obtained in the form of a yellow powder. As a reaction SMILES: [ClH:1].[N:2]1([CH2:7][CH:8]([N:10]2[C:23]3[CH:22]=[C:21]([C:24]([NH2:26])=[NH:25])[CH:20]=[CH:19][C:18]=3[S:17][C:16]3[C:11]2=[CH:12][CH:13]=[CH:14][CH:15]=3)[CH3:9])[CH2:6][CH2:5][CH2:4][CH2:3]1.C[I:28]>CN(C)C=O>[ClH:1].[I-:28].[NH+:2]1([CH2:7][CH:8]([N:10]2[C:23]3[CH:22]=[C:21]([C:24]([NH2:26])=[NH:25])[CH:20]=[CH:19][C:18]=3[S:17][C:16]3[C:11]2=[CH:12][CH:13]=[CH:14][CH:15]=3)[CH3:9])[CH2:6][CH2:5][CH2:4][CH2:3]1 |f:0.1,4.5.6|. The product is Cl.[I-].[NH+]1(CCCC1)CC(C)N1C2=CC=CC=C2SC=2C=CC(=CC12)C(=N)N (10-[1-(1-pyrrolidinio)-2-propyl]-2-phenothiazinecarboxamidine iodide hydrochloride). The solvent is CN(C=O)C (dimethylformamide). Starting materials: Cl.N1(CCCC1)CC(C)N1C2=CC=CC=C2SC=2C=CC(=CC12)C(=N)N (10-[1-(1-pyrrolidinyl)-2-propyl]-2-phenothiazinecarboxamidine hydrochloride), CI (methyl iodide). Isolated yield 71.5%. Yields the product CCCCOC1CCCCN1C(C)=O. Reactants: F[B-](F)(F)F, CC(=O)N1CCCCC1, CCCCO, C[N+](C)(C)C. RXN SMILES: [B-:15]([F:16])([F:17])([F:18])[F:19].[C:1]([CH3:2])(=[O:3])[N:4]1[CH2:5][CH2:6][CH2:7][CH2:8][CH2:9]1.[CH2:10]([CH2:11][CH2:12][CH3:13])[OH:14].[CH3:20][N+:21]([CH3:22])([CH3:23])[CH3:24]>>[C:1]([CH3:2])(=[O:3])[N:4]1[CH:5]([O:14][CH2:10][CH2:11][CH2:12][CH3:13])[CH2:6][CH2:7][CH2:8][CH2:9]1.